This data is from the Open Reaction Database (ORD), a public repository of structured organic reaction records. The task is: describe an organic reaction: reactants, conditions, products, and yield The reactants are NC1=NC(=C(C(=N1)C=1OC=CC1)C#N)S(=O)C (2-amino-4-furan-2-yl-6-methanesulfinyl-pyrimidine-5-carbonitrile), Cl.NCC1N(C2=CC=CC=C2CC1)C (2-(aminomethyl)-1,2,3,4-tetrahydro-1-methyl-quinoline hydrochloride), C1CCC2=NCCCN2CC1 (DBU). Run in COCCOC (DME). The product is NC1=NC(=C(C(=N1)C=1OC=CC1)C#N)NCC1N(C2=CC=CC=C2CC1)C ((RS)-2-Amino-4-furan-2-yl-6-[(1-methyl-1,2,3,4-tetrahydro-quinolin-2-ylmethyl)-amino]-pyrimidine-5-carbonitrile). Reaction SMILES: [NH2:1][C:2]1[N:7]=[C:6]([C:8]2[O:9][CH:10]=[CH:11][CH:12]=2)[C:5]([C:13]#[N:14])=[C:4](S(C)=O)[N:3]=1.Cl.[NH2:19][CH2:20][CH:21]1[CH2:30][CH2:29][C:28]2[C:23](=[CH:24][CH:25]=[CH:26][CH:27]=2)[N:22]1[CH3:31].C1CCN2C(=NCCC2)CC1>COCCOC>[NH2:1][C:2]1[N:7]=[C:6]([C:8]2[O:9][CH:10]=[CH:11][CH:12]=2)[C:5]([C:13]#[N:14])=[C:4]([NH:19][CH2:20][CH:21]2[CH2:30][CH2:29][C:28]3[C:23](=[CH:24][CH:25]=[CH:26][CH:27]=3)[N:22]2[CH3:31])[N:3]=1 |f:1.2|. Reported procedure: From 2-amino-4-furan-2-yl-6-methanesulfinyl-pyrimidine-5-carbonitrile, 2-(aminomethyl)-1,2,3,4-tetrahydro-1-methyl-quinoline hydrochloride and DBU in DME. ES-MS m/e (%): 361 (M+H+, 100).